The task is: describe an organic reaction: reactants, conditions, products, and yield. This data is from the Open Reaction Database (ORD), a public repository of structured organic reaction records. The reactants are COc1ccc(-c2sc3cc(OC)ccc3c2-c2cccc(OCc3ccccc3)c2)cc1, CCO, CCOC(C)=O, O=C[O-], [NH4+], O, [Pd]. Product: COc1ccc(-c2sc3cc(OC)ccc3c2-c2cccc(O)c2)cc1. RXN SMILES: [CH3:1][O:2][c:3]1[cH:4][cH:5][c:6](-[c:9]2[c:10](-[c:20]3[cH:21][c:22]([O:26][CH2:27][c:28]4[cH:29][cH:30][cH:31][cH:32][cH:33]4)[cH:23][cH:24][cH:25]3)[c:11]3[c:12]([s:13]2)[cH:14][c:15]([O:18][CH3:19])[cH:16][cH:17]3)[cH:7][cH:8]1.[CH3:39][CH2:40][OH:41].[CH3:42][CH2:43][O:44][C:45]([CH3:46])=[O:47].[CH:35]([O-:36])=[O:37].[NH4+:38].[OH2:34].[Pd:48]>>[CH3:1][O:2][c:3]1[cH:4][cH:5][c:6](-[c:9]2[c:10](-[c:20]3[cH:21][c:22]([OH:26])[cH:23][cH:24][cH:25]3)[c:11]3[c:12]([s:13]2)[cH:14][c:15]([O:18][CH3:19])[cH:16][cH:17]3)[cH:7][cH:8]1. Reactants: CCO, NC1CCc2ccccc2C1N, O, S=C=S. The product is S=C1NC2CCc3ccccc3C2N1. RXN SMILES: [CH3:17][CH2:18][OH:19].[NH2:1][CH:2]1[CH:3]([NH2:12])[CH2:4][CH2:5][c:6]2[cH:7][cH:8][cH:9][cH:10][c:11]21.[OH2:13].[S:14]=[C:15]=[S:16]>>[NH:1]1[CH:2]2[CH:3]([CH2:4][CH2:5][c:6]3[cH:7][cH:8][cH:9][cH:10][c:11]32)[NH:12][C:15]1=[S:14]. The reactants are C(#N)C=1C=C(C(=O)OC)C=CC1O (Methyl 3-cyano-4-hydroxybenzoate), [OH-].[Li+] (lithium hydroxide), C1CCOC1 (THF). The solvent is O (water). Run at time 2 hour. Yields the product C(#N)C=1C=C(C(=O)OC)C=CC1OC(C)C (Methyl 3-cyano-4-isopropoxybenzoate). Reaction SMILES: [C:1]([C:3]1[CH:4]=[C:5]([CH:10]=[CH:11][C:12]=1[OH:13])[C:6]([O:8][CH3:9])=[O:7])#[N:2].[OH-].[Li+].[CH2:16]1[CH2:20]OC[CH2:17]1>O>[C:1]([C:3]1[CH:4]=[C:5]([CH:10]=[CH:11][C:12]=1[O:13][CH:16]([CH3:20])[CH3:17])[C:6]([O:8][CH3:9])=[O:7])#[N:2] |f:1.2|. Procedure: To a solution of 3 (0.376 mol) in THF (200 mL) and water (100 mL) was added lithium hydroxide (31.6 g, 0.752 mol) and the mixture stirred for 2 hours. The reaction mixture was filtered through a silica gel plug (the pH of the filtrate was about 7) and concentrated. The residue was dried under vacuum to give 4 (0.376 mol). Starting materials: C(O)([O-])=O.[Na+] (sodium hydrogen carbonate), C(C)SC1=C(C=CC=C1)C1=NC=2C(=NC=C(C2)C(C(F)(F)F)O)N1C (1-[2-(2-ethylsulfanyl-phenyl)-3-methyl-3H-imidazo[4,5-b]pyridin-6-yl]-2,2,2-trifluoro-ethanol), C1(=CC=CC=C1)C (toluene), S(=O)(Cl)Cl (thionyl chloride). Solvent: N1=CC=CC=C1 (pyridine). Conditions: temperature 50 celsius. The product is ClC(C(F)(F)F)C=1C=C2C(=NC1)N(C(=N2)C2=C(C=CC=C2)SCC)C (6-(1-chloro-2,2,2-trifluoro-ethyl)-2-(2-ethylsulfanyl-phenyl)-3-methyl-3H-imidazo[4,5-b]pyridine). Reaction SMILES: [CH2:1]([S:3][C:4]1[CH:9]=[CH:8][CH:7]=[CH:6][C:5]=1[C:10]1[N:24]([CH3:25])[C:13]2=[N:14][CH:15]=[C:16]([CH:18](O)[C:19]([F:22])([F:21])[F:20])[CH:17]=[C:12]2[N:11]=1)[CH3:2].C1(C)C=CC=CC=1.S(Cl)([Cl:35])=O.C(=O)([O-])O.[Na+]>N1C=CC=CC=1>[Cl:35][CH:18]([C:16]1[CH:17]=[C:12]2[N:11]=[C:10]([C:5]3[CH:6]=[CH:7][CH:8]=[CH:9][C:4]=3[S:3][CH2:1][CH3:2])[N:24]([CH3:25])[C:13]2=[N:14][CH:15]=1)[C:19]([F:22])([F:21])[F:20] |f:3.4|. Procedure details: To a mixture of 1-[2-(2-ethylsulfanyl-phenyl)-3-methyl-3H-imidazo[4,5-b]pyridin-6-yl]-2,2,2-trifluoro-ethanol (98 mg), toluene (10 ml), and pyridine (50 μl), thionyl chloride (1 ml) was added. The mixture was stirred with heating at 50° C. for 5 hours, and then saturated aqueous sodium hydrogen carbonate solution was poured, and extracted with ethyl acetate. The combined organic layer was dried over sodium sulfate, and concentrated under reduced pressure. The residue was subjected to silica gel ...